Task: describe an organic reaction: reactants, conditions, products, and yield. Dataset: the Open Reaction Database (ORD), a public repository of structured organic reaction records Run at time 2 hour. Reaction SMILES: [Br:1]Br.[CH2:3]([O:10][CH2:11][C:12]([C:14]1[CH:19]=[CH:18][CH:17]=[CH:16][CH:15]=1)=[O:13])[C:4]1[CH:9]=[CH:8][CH:7]=[CH:6][CH:5]=1>CCOCC>[Br:1][CH:11]([O:10][CH2:3][C:4]1[CH:5]=[CH:6][CH:7]=[CH:8][CH:9]=1)[C:12]([C:14]1[CH:19]=[CH:18][CH:17]=[CH:16][CH:15]=1)=[O:13]. Reported procedure: Bromine (1.4 g, 8.8 mmol) is added dropwise with stirring to a solution of 2-benzyloxy-acetophenone (2.0 g, 8.8 mmol) in dry ether (30 ml) at room temperature. After stirring for additional 2 h the solution is washed with water and dried over sodium sulfate. Evaporation of the filtered solution yields the title compound. 1H-NMR (CDCl3, 400 MHz): 7.83-7.81 (m, 1H); 7.49-7.38 (m, 6H); 7.06-7.00 (m, 2H); 5.18 (s, 2H), 4.52 (s, 3H). The product is BrC(C(=O)C1=CC=CC=C1)OCC1=CC=CC=C1 (ω-Bromo-2-benzyloxy-acetophenone). Solvent: CCOCC (ether). Starting materials: BrBr (Bromine), C(C1=CC=CC=C1)OCC(=O)C1=CC=CC=C1 (2-benzyloxy-acetophenone). Starting materials: CO (MeOH), [OH-].[Li+] (Lithium hydroxide), COC1CCN(CC1)C1=CC=C(C(=N1)C(=O)NC1=C(C=C(C(=O)OC)C=C1C)C)C (methyl 4-[[6-(4-methoxy-1-piperidyl)-3-methyl-pyridine-2-carbonyl]amino]-3,5-dimethyl-benzoate), O (H2O). Solvent: C1CCOC1 (THF). Conditions: time 2 hour. The product is COC1CCN(CC1)C1=CC=C(C(=N1)C(=O)NC1=C(C=C(C(=O)O)C=C1C)C)C (4-[[6-(4-methoxy-1-piperidyl)-3-methyl-pyridine-2-carbonyl]amino]-3,5-dimethyl-benzoic acid). The yield is 88.4%. Reaction SMILES: [OH-].[Li+].[CH3:3][O:4][CH:5]1[CH2:10][CH2:9][N:8]([C:11]2[N:16]=[C:15]([C:17]([NH:19][C:20]3[C:29]([CH3:30])=[CH:28][C:23]([C:24]([O:26]C)=[O:25])=[CH:22][C:21]=3[CH3:31])=[O:18])[C:14]([CH3:32])=[CH:13][CH:12]=2)[CH2:7][CH2:6]1.O.CO>C1COCC1>[CH3:3][O:4][CH:5]1[CH2:10][CH2:9][N:8]([C:11]2[N:16]=[C:15]([C:17]([NH:19][C:20]3[C:21]([CH3:31])=[CH:22][C:23]([C:24]([OH:26])=[O:25])=[CH:28][C:29]=3[CH3:30])=[O:18])[C:14]([CH3:32])=[CH:13][CH:12]=2)[CH2:7][CH2:6]1 |f:0.1|. Procedure: Lithium hydroxide (LiOH.H2O, 0.026 g, 0.62 mmol) is added to a stirred solution of methyl 4-[[6-(4-methoxy-1-piperidyl)-3-methyl-pyridine-2-carbonyl]amino]-3,5-dimethyl-benzoate (0.129 g, 0.313 mmol) in THF:H2O:MeOH (0.7 ml:0.3 ml:0.7 ml). After 2 hours at 50° C., the organic solvent is removed under reduced pressure and the residue is diluted with water, acidified to pH 6 with aqueous 1N HCl, and extracted with ethyl acetate (3×20 ml). The organic layers are combined and dried over anhydrous so... Starting materials: OC=1C=C(C=CC1)[C@H]1[C@@H](C1)CNC(CCC)=O ((trans)-N-[[2-(3-hydroxyphenyl)cyclopropyl]methyl] butanamide), C1(=CC=CC=C1)P(C1=CC=CC=C1)C1=CC=CC=C1 (triphenylphosphine), C(C)(C)O (isopropanol), N(=NC(=O)OCC)C(=O)OCC (diethyl azodicarboxylate). Solvent: C1CCOC1 (THF), CCOCC (Et2O). Run at time 2 hour. Product: CC(C)OC=1C=C(C=CC1)[C@H]1[C@@H](C1)CNC(CCC)=O ((trans)-N-[[2-[3-(Methylethoxy)phenyl]cyclopropyl]methyl] butanamide). The yield is 30.8%. As a reaction SMILES: [OH:1][C:2]1[CH:3]=[C:4]([C@@H:8]2[CH2:10][C@H:9]2[CH2:11][NH:12][C:13](=[O:17])[CH2:14][CH2:15][CH3:16])[CH:5]=[CH:6][CH:7]=1.[C:18]1(P(C2C=CC=CC=2)C2C=CC=CC=2)[CH:23]=CC=C[CH:19]=1.C(O)(C)C.N(C(OCC)=O)=NC(OCC)=O>C1COCC1.CCOCC>[CH3:19][CH:18]([O:1][C:2]1[CH:3]=[C:4]([C@@H:8]2[CH2:10][C@H:9]2[CH2:11][NH:12][C:13](=[O:17])[CH2:14][CH2:15][CH3:16])[CH:5]=[CH:6][CH:7]=1)[CH3:23]. Procedure: To a rapidly stirred solution of (trans)-N-[[2-(3-hydroxyphenyl)cyclopropyl]methyl] butanamide (390 mg, 1.7 mmol), triphenylphosphine (498 mg, 1.9 mmol) and isopropanol (150 mg, 2.5 mmol) in THF (10 mL) at 0° C. was added diethyl azodicarboxylate (331 mg, 1.9 mmol) in one portion. After stirring for 2 h, the suspension was diluted with Et2O (100 mL), washed with H2O, 2N NaOH, and brine, dried (K2CO3) and concentrated to a give a crude wax. The resulting material was purified by chromatography (s... Starting materials: C(#N)C1=CC(=NC2=CC=C(C=C12)OC)C1=CC=C(C=C1)OC (4-Cyano-6-methoxy-2-(4-methoxyphenyl)quinoline), N1[C@@H](CCC1=O)C(=O)O (Pyr), Br (HBr). The product is C(#N)C1=CC(=NC2=CC=C(C=C12)O)C1=CC=C(C=C1)O (4-Cyano-2-(4-hydroxyphenyl)quinolin-6-ol). Procedure details: This compound was prepared from 9a using Pyr./HBr according to method I. Yellow solid; Yield: 89%; mp>240° C. (dec.); 1H-NMR (300 MHz, DMSO-d6) δ 6.92 (d, J=8.7 Hz, 2H), 7.30 (d, J=2.6 Hz, 1H), 7.45 (dd, J=9.1, 2.6 Hz, 1H), 8.02 (d, J=9.1 Hz, 1H), 8.13 (d, J=8.7 Hz, 2H), 8.58 (s, 1H), 9.93 (s, 1H), 10.64 (s, 1H); MS (ESI) m/z 261 ([M−H]−), 263 ([M+H]+); Anal. Calcd for C16H10N2O2: C: 73.27, H: 3.84, N: 10.68. Found: C: 71.75, H: 3.86, N: 10.14. RXN SMILES: [C:1]([C:3]1[C:12]2[C:7](=[CH:8][CH:9]=[C:10]([O:13]C)[CH:11]=2)[N:6]=[C:5]([C:15]2[CH:20]=[CH:19][C:18]([O:21]C)=[CH:17][CH:16]=2)[CH:4]=1)#[N:2].N1C(=O)CC[C@H]1C(O)=O.Br>>[C:1]([C:3]1[C:12]2[C:7](=[CH:8][CH:9]=[C:10]([OH:13])[CH:11]=2)[N:6]=[C:5]([C:15]2[CH:20]=[CH:19][C:18]([OH:21])=[CH:17][CH:16]=2)[CH:4]=1)#[N:2]. Yield: 89.0%. The reactants are CC1(C)CC=C(c2cc(C(N)=O)ccc2NC(=O)c2nc(C#N)cn2COCC[Si](C)(C)C)CC1, CCCC[N+](CCCC)(CCCC)CCCC, CO, ClCCl, [F-]. The product is CC1(C)CC=C(c2cc(C(N)=O)ccc2NC(=O)c2nc(C#N)c[nH]2)CC1. Reaction SMILES: [C:1]([NH2:2])(=[O:3])[c:4]1[cH:5][c:6]([C:28]2=[CH:29][CH2:30][C:31]([CH3:34])([CH3:35])[CH2:32][CH2:33]2)[c:7]([NH:10][C:11](=[O:12])[c:13]2[n:14]([CH2:20][O:21][CH2:22][CH2:23][Si:24]([CH3:25])([CH3:26])[CH3:27])[cH:15][c:16]([C:18]#[N:19])[n:17]2)[cH:8][cH:9]1.[CH3:37][CH2:38][CH2:39][CH2:40][N+:41]([CH2:42][CH2:43][CH2:44][CH3:45])([CH2:46][CH2:47][CH2:48][CH3:49])[CH2:50][CH2:51][CH2:52][CH3:53].[CH3:54][OH:55].[Cl:56][CH2:57][Cl:58].[F-:36]>>[C:1]([NH2:2])(=[O:3])[c:4]1[cH:5][c:6]([C:28]2=[CH:29][CH2:30][C:31]([CH3:34])([CH3:35])[CH2:32][CH2:33]2)[c:7]([NH:10][C:11](=[O:12])[c:13]2[nH:14][cH:15][c:16]([C:18]#[N:19])[n:17]2)[cH:8][cH:9]1. The reactants are N1CCC(CC1)C(=O)OCC (ethyl piperidine-4-carboxylate), BrC1=NC=CC(=C1)C (2-Bromo-4-methylpyridine), N1CCC(CC1)C(=O)OCC (ethyl piperidine-4-carboxylate), CCN(C(C)C)C(C)C (DIPEA). Run in COCCCOCCCO (dipropyleneglycolmonomethylether). Reaction conditions: temperature 150 celsius, time 8 hour. The product is CC1=CC(=NC=C1)N1CCC(CC1)C(=O)OCC (Ethyl 1-(4-methyl-2-pyridyl)piperidine-4-carboxylate). Yield: 56.0%. As a reaction SMILES: Br[C:2]1[CH:7]=[C:6]([CH3:8])[CH:5]=[CH:4][N:3]=1.[NH:9]1[CH2:14][CH2:13][CH:12]([C:15]([O:17][CH2:18][CH3:19])=[O:16])[CH2:11][CH2:10]1.CCN(C(C)C)C(C)C>COCCCOCCCO>[CH3:8][C:6]1[CH:5]=[CH:4][N:3]=[C:2]([N:9]2[CH2:14][CH2:13][CH:12]([C:15]([O:17][CH2:18][CH3:19])=[O:16])[CH2:11][CH2:10]2)[CH:7]=1. Procedure details: 2-Bromo-4-methylpyridine (860 mg, 5 mmol), ethyl piperidine-4-carboxylate (865 mg, 5.5 mmol) and DIPEA (958 μl, 5.5 mmol) were mixed in dipropyleneglycolmonomethylether (10 ml) and stirred at 150° C. overnight. Additional ethyl piperidine-4-carboxylate (865 mg, 5.5 mmol) was added and stirring was continued at 150° C. for 24 hours. The mixture was concentrated under reduced pressure and the residue was purified by column chromatography (silica, gradient from 0 to 30% ethyl acetate in DCM) to giv...